Dataset: the Open Reaction Database (ORD), a public repository of structured organic reaction records. Task: describe an organic reaction: reactants, conditions, products, and yield Reactants: 15B, BrC=1C=CC(=C(C1)C1(C(N(C2=CC=CC=C12)CCCCC)=O)O)O (3-(5-bromo-2-hydroxyphenyl)-3-hydroxy-1-pentyl-1,3-dihydro-2H-indol-2-one), ClC=1C(=CC(=C(C1)C1(C(N(C2=CC=CC=C12)CCCCC)=O)O)O)F (3-(5-chloro-4-fluoro-2-hydroxyphenyl)-3-hydroxy-1-pentyl-1,3-dihydro-2H-indol-2-one). Product: ClC=1C(=CC(=C(C1)C1C(N(C2=CC=CC=C12)CCCCC)=O)O)F (3-(5-chloro-4-fluoro-2-hydroxyphenyl)-1-pentyl-1,3-dihydro-2H-indol-2-one). As a reaction SMILES: BrC1C=CC(O)=C(C2(O)C3C(=CC=CC=3)N(CCCCC)C2=O)C=1.[Cl:25][C:26]1[C:27]([F:49])=[CH:28][C:29]([OH:48])=[C:30]([C:32]2(O)[C:40]3[C:35](=[CH:36][CH:37]=[CH:38][CH:39]=3)[N:34]([CH2:41][CH2:42][CH2:43][CH2:44][CH3:45])[C:33]2=[O:46])[CH:31]=1>>[Cl:25][C:26]1[C:27]([F:49])=[CH:28][C:29]([OH:48])=[C:30]([CH:32]2[C:40]3[C:35](=[CH:36][CH:37]=[CH:38][CH:39]=3)[N:34]([CH2:41][CH2:42][CH2:43][CH2:44][CH3:45])[C:33]2=[O:46])[CH:31]=1. Reported procedure: Following the procedure as described in PREPARATION 15B, and making non-critical variations to replace 3-(5-bromo-2-hydroxyphenyl)-3-hydroxy-1-pentyl-1,3-dihydro-2H-indol-2-one with 3-(5-chloro-4-fluoro-2-hydroxyphenyl)-3-hydroxy-1-pentyl-1,3-dihydro-2H-indol-2-one, the title compound was obtained (99%): 1H NMR (300 MHz, CDCl3) δ 10.0-9.70 (br, 1H), 7.45-7.18 (m, 3H), 6.98 (d, 1H), 6.90-6.82 (m, 2H), 5.01 (s, 1H), 3.75-3.66 (m, 2H), 1.76-1.62 (m, 2H), 1.40-1.28 (m, 4H), 0.87 (t, 3H); MS (ES+) m/... The reactants are CC(C)(C)c1ccccc1OC1CN(C(=O)c2ccc(C=O)cc2)C1, C1CCNCC1, CC(=O)O, CCO, CCOC(C)=O, O=C1CSC(=O)N1. Yields the product CC(C)(C)c1ccccc1OC1CN(C(=O)c2ccc(C=C3SC(=O)NC3=O)cc2)C1. As a reaction SMILES: [C:1]([CH3:2])([CH3:3])([CH3:4])[c:5]1[c:6]([O:7][CH:8]2[CH2:9][N:10]([C:12](=[O:13])[c:14]3[cH:15][cH:16][c:17]([CH:18]=[O:19])[cH:20][cH:21]3)[CH2:11]2)[cH:22][cH:23][cH:24][cH:25]1.[CH2:26]1[CH2:27][CH2:28][NH:29][CH2:30][CH2:31]1.[CH3:39][C:40](=[O:41])[OH:42].[CH3:43][CH2:44][OH:45].[CH3:46][CH2:47][O:48][C:49](=[O:50])[CH3:51].[O:32]=[C:33]1[CH2:34][S:35][C:36](=[O:37])[NH:38]1>>[C:1]([CH3:2])([CH3:3])([CH3:4])[c:5]1[c:6]([O:7][CH:8]2[CH2:9][N:10]([C:12](=[O:13])[c:14]3[cH:15][cH:16][c:17]([CH:18]=[C:34]4[C:33](=[O:32])[NH:38][C:36](=[O:37])[S:35]4)[cH:20][cH:21]3)[CH2:11]2)[cH:22][cH:23][cH:24][cH:25]1. Reactants: FC(C=1C=C(OC2CN(C2)C(=O)Cl)C=CC1)(F)F (3-[3-(trifluoromethyl)phenoxy]-1-azetidinecarbonyl chloride), C([O-])([O-])=O.[K+].[K+] (potassium carbonate), O1CCCC1 (tetrahydrofuran), NC1=CC=C(C=C1)C (4-toluidine). Solvent: O (water). Reaction conditions: time 0.5 hour. The product is CC1=CC=C(C=C1)NC(=O)N1CC(C1)OC1=CC(=CC=C1)C(F)(F)F (N-(4-Methylphenyl)-3-[3-(trifluoromethyl)phenoxy]-1-azetidinecarboxamide). Reaction SMILES: [F:1][C:2]([F:18])([F:17])[C:3]1[CH:4]=[C:5]([CH:14]=[CH:15][CH:16]=1)[O:6][CH:7]1[CH2:10][N:9]([C:11](Cl)=[O:12])[CH2:8]1.C(=O)([O-])[O-].[K+].[K+].O1CCCC1.[NH2:30][C:31]1[CH:36]=[CH:35][C:34]([CH3:37])=[CH:33][CH:32]=1>O>[CH3:37][C:34]1[CH:35]=[CH:36][C:31]([NH:30][C:11]([N:9]2[CH2:10][CH:7]([O:6][C:5]3[CH:14]=[CH:15][CH:16]=[C:3]([C:2]([F:18])([F:17])[F:1])[CH:4]=3)[CH2:8]2)=[O:12])=[CH:32][CH:33]=1 |f:1.2.3|. Reported procedure: To a stirred mixture of 1.88 g (0.0067 mole) of 3-[3-(trifluoromethyl)phenoxy]-1-azetidinecarbonyl chloride and 1 g (0.007 mole) of potassium carbonate was added 20 ml of tetrahydrofuran and 0.75 g (0.007 mole) of 4-toluidine. After stirring for 0.5 hr, ice was added and stirring continued for 18 hr. The reaction mixture was diluted with water and then decanted from an oil residue which separated. Upon standing, this residue solidified and was recrystallized from acetone to yield 1.1 g (47%) of ... As a reaction SMILES: [CH3:31][CH2:32][O:33][CH2:34][CH3:35].[F:1][c:2]1[cH:3][cH:4][c:5](-[c:8]2[c:9]([C:23]#[C:24][C:25](=[O:26])[OH:27])[c:10]([CH:20]([CH3:21])[CH3:22])[n:11][c:12](-[c:14]3[cH:15][cH:16][cH:17][cH:18][cH:19]3)[cH:13]2)[cH:6][cH:7]1.[N+:28](=[N-:29])=[CH2:30]>>[F:1][c:2]1[cH:3][cH:4][c:5](-[c:8]2[c:9]([C:23]#[C:24][C:25](=[O:26])[O:27][CH3:30])[c:10]([CH:20]([CH3:21])[CH3:22])[n:11][c:12](-[c:14]3[cH:15][cH:16][cH:17][cH:18][cH:19]3)[cH:13]2)[cH:6][cH:7]1. Product: COC(=O)C#Cc1c(-c2ccc(F)cc2)cc(-c2ccccc2)nc1C(C)C. Reactants: CCOCC, CC(C)c1nc(-c2ccccc2)cc(-c2ccc(F)cc2)c1C#CC(=O)O, C=[N+]=[N-]. The reactants are peroxide, peroxide, [I-].[Na+] (sodium iodide), [OH-].[Na+] (NaOH), OO (hydrogen peroxide), [O-]S(=O)[O-].[Na+].[Na+] (Na2SO3), CC=1C=NC2=CC=CC=C2C1 (3-Methylquinoline). Solvent: C(C)(=O)O (acetic acid). Conditions: temperature 80 celsius, time 16 hour. Yields the product CC=1C=[N+](C2=CC=CC=C2C1)[O-] (3-methylquinoline 1-oxide). As a reaction SMILES: [CH3:1][C:2]1[CH:3]=[N:4][C:5]2[C:10]([CH:11]=1)=[CH:9][CH:8]=[CH:7][CH:6]=2.OO.[O-:14]S([O-])=O.[Na+].[Na+].[I-].[Na+].[OH-].[Na+]>C(O)(=O)C>[CH3:1][C:2]1[CH:3]=[N+:4]([O-:14])[C:5]2[C:10]([CH:11]=1)=[CH:9][CH:8]=[CH:7][CH:6]=2 |f:2.3.4,5.6,7.8|. Reported procedure: 3-Methylquinoline (30.0 mL, 224 mmol) was dissolved in acetic acid (85 mL), and 30% aqueous hydrogen peroxide (30.4 mL) was added. The reaction was stirred at 80° C. for 16 h before cooling in an ice bath. 10% aq Na2SO3 (199 mL, 0.5 equiv) was added followed by sodium iodide (2.358 g, 0.05 equiv). This mixture was stirred for 5 min. A peroxide test strip indicated no peroxide remaining. 5N aq NaOH was then added, keeping the internal temperature below 24° C. A dark color formed, indicating that ... Starting materials: c1ccc(CN2CCN(c3ccc4c(cnn4C4CCCCO4)c3)CC2)cc1, CC(=O)O, C1CCOC1, O. The product is c1ccc(CN2CCN(c3ccc4[nH]ncc4c3)CC2)cc1. RXN SMILES: [CH2:6]([c:7]1[cH:8][cH:9][cH:10][cH:11][cH:12]1)[N:13]1[CH2:14][CH2:15][N:16]([c:19]2[cH:20][c:21]3[cH:22][n:23][n:24]([CH:28]4[CH2:29][CH2:30][CH2:31][CH2:32][O:33]4)[c:25]3[cH:26][cH:27]2)[CH2:17][CH2:18]1.[CH3:1][C:2](=[O:3])[OH:4].[O:34]1[CH2:35][CH2:36][CH2:37][CH2:38]1.[OH2:5]>>[CH2:6]([c:7]1[cH:8][cH:9][cH:10][cH:11][cH:12]1)[N:13]1[CH2:14][CH2:15][N:16]([c:19]2[cH:20][c:21]3[cH:22][n:23][nH:24][c:25]3[cH:26][cH:27]2)[CH2:17][CH2:18]1. Starting materials: [O-]B[O-], OBO, OBO, CC(C)(C)OC(=O)N1CCC(=Cc2cccc(B3OC(C)(C)C(C)(C)O3)c2)CC1, CCO, N#N. Product: CC(C)(C)OC(=O)N1CCC(Cc2cccc(B3OC(C)(C)C(C)(C)O3)c2)CC1. RXN SMILES: [BH:32]([O-:33])[O-:34].[BH:35]([OH:36])[OH:37].[BH:38]([OH:39])[OH:40].[CH3:1][C:2]1([CH3:29])[O:3][B:4]([c:9]2[cH:10][c:11]([CH:15]=[C:16]3[CH2:17][CH2:18][N:19]([C:22](=[O:23])[O:24][C:25]([CH3:26])([CH3:27])[CH3:28])[CH2:20][CH2:21]3)[cH:12][cH:13][cH:14]2)[O:5][C:6]1([CH3:7])[CH3:8].[CH3:41][CH2:42][OH:43].[N:30]#[N:31]>>[CH3:1][C:2]1([CH3:29])[O:3][B:4]([c:9]2[cH:10][c:11]([CH2:15][CH:16]3[CH2:17][CH2:18][N:19]([C:22](=[O:23])[O:24][C:25]([CH3:26])([CH3:27])[CH3:28])[CH2:20][CH2:21]3)[cH:12][cH:13][cH:14]2)[O:5][C:6]1([CH3:7])[CH3:8]. As a reaction SMILES: [CH3:18][c:19]1[n:20][c:21]([Sn:27]([CH2:28][CH2:29][CH2:30][CH3:31])([CH2:32][CH2:33][CH2:34][CH3:35])[CH2:36][CH2:37][CH2:38][CH3:39])[n:22][c:23]([S:25][CH3:26])[n:24]1.[Cl:1][c:2]1[n:3][cH:4][c:5]([I:17])[c:6]([NH:8][c:9]2[cH:10][n:11][c:12]([O:15][CH3:16])[cH:13][cH:14]2)[n:7]1.[Cs+:41].[Cu:49][I:50].[F-:40].[O:42]1[CH2:43][CH2:44][O:45][CH2:46][CH2:47]1.[OH2:48].[cH:51]1[cH:52][cH:53][c:54]([P:55]([Pd:56]([P:57]([c:58]2[cH:59][cH:60][cH:61][cH:62][cH:63]2)([c:64]2[cH:65][cH:66][cH:67][cH:68][cH:69]2)[c:70]2[cH:71][cH:72][cH:73][cH:74][cH:75]2)([P:76]([c:77]2[cH:78][cH:79][cH:80][cH:81][cH:82]2)([c:83]2[cH:84][cH:85][cH:86][cH:87][cH:88]2)[c:89]2[cH:90][cH:91][cH:92][cH:93][cH:94]2)[P:95]([c:96]2[cH:97][cH:98][cH:99][cH:100][cH:101]2)([c:102]2[cH:103][cH:104][cH:105][cH:106][cH:107]2)[c:108]2[cH:109][cH:110][cH:111][cH:112][cH:113]2)([c:114]2[cH:115][cH:116][cH:117][cH:118][cH:119]2)[c:120]2[cH:121][cH:122][cH:123][cH:124][cH:125]2)[cH:126][cH:127]1>>[Cl:1][c:2]1[n:3][cH:4][c:5](-[c:21]2[n:20][c:19]([CH3:18])[n:24][c:23]([S:25][CH3:26])[n:22]2)[c:6]([NH:8][c:9]2[cH:10][n:11][c:12]([O:15][CH3:16])[cH:13][cH:14]2)[n:7]1. Reactants: CCCC[Sn](CCCC)(CCCC)c1nc(C)nc(SC)n1, COc1ccc(Nc2nc(Cl)ncc2I)cn1, [Cs+], [Cu]I, [F-], C1COCCO1, O, c1ccc(P(c2ccccc2)(c2ccccc2)[Pd](P(c2ccccc2)(c2ccccc2)c2ccccc2)(P(c2ccccc2)(c2ccccc2)c2ccccc2)P(c2ccccc2)(c2ccccc2)c2ccccc2)cc1. Yields the product COc1ccc(Nc2nc(Cl)ncc2-c2nc(C)nc(SC)n2)cn1. Reactants: CC(C(NC(=O)Nc1ccccc1)C(=O)OC(C)(C)C)C(C(=O)OC(C)(C)C)[N+](=O)[O-], CCOC(C)=O. Yields the product CC(C(N)C(=O)OC(C)(C)C)C(NC(=O)Nc1ccccc1)C(=O)OC(C)(C)C. RXN SMILES: [CH3:1][CH:2]([CH:3]([NH:4][C:5]([NH:6][c:7]1[cH:8][cH:9][cH:10][cH:11][cH:12]1)=[O:13])[C:14](=[O:15])[O:16][C:17]([CH3:18])([CH3:19])[CH3:20])[CH:21]([C:22](=[O:23])[O:24][C:25]([CH3:26])([CH3:27])[CH3:28])[N+:29]([O-:30])=[O:31].[CH3:32][CH2:33][O:34][C:35](=[O:36])[CH3:37]>>[CH3:1][CH:2]([CH:3]([NH:4][C:5]([NH:6][c:7]1[cH:8][cH:9][cH:10][cH:11][cH:12]1)=[O:13])[C:14](=[O:15])[O:16][C:17]([CH3:18])([CH3:19])[CH3:20])[CH:21]([C:22](=[O:23])[O:24][C:25]([CH3:26])([CH3:27])[CH3:28])[NH2:29]. Reactants: O=C([O-])[O-], O=[N+]([O-])c1ccc(F)cc1OCCCl, [Cs+], [Cs+], CN(C)C=O, O, OCCO. Yields the product O=[N+]([O-])c1ccc(OCCO)cc1OCCCl. As a reaction SMILES: [C:19](=[O:20])([O-:21])[O-:22].[Cl:1][CH2:2][CH2:3][O:4][c:5]1[c:6]([N+:12](=[O:13])[O-:14])[cH:7][cH:8][c:9]([F:11])[cH:10]1.[Cs+:23].[Cs+:24].[O:25]=[CH:26][N:27]([CH3:28])[CH3:29].[OH2:30].[OH:15][CH2:16][CH2:17][OH:18]>>[Cl:1][CH2:2][CH2:3][O:4][c:5]1[c:6]([N+:12](=[O:13])[O-:14])[cH:7][cH:8][c:9]([O:15][CH2:16][CH2:17][OH:18])[cH:10]1.